The task is: describe an organic reaction: reactants, conditions, products, and yield. This data is from the Open Reaction Database (ORD), a public repository of structured organic reaction records. Reactants: O[C@@H]([C@H](C)NC(OCC1=CC=CC=C1)=O)C1=CC=NC=C1 (benzyl [(1S,2R)-2-hydroxy-1-methyl-2-pyridin-4-ylethyl]carbamate). Run in [OH-].[K+].CO.C1CCOC1 (KOH MeOH THF), O (water). Yields the product C[C@@H]1NC(O[C@@H]1C1=CC=CC=C1)=O ((4S,5R)-4-methyl-5-phenyl-1,3-oxazolidin-2-one). RXN SMILES: O[C@H](C1C=CN=CC=1)[C@@H:3]([NH:5][C:6](=[O:15])[O:7][CH2:8][C:9]1[CH:14]=[CH:13][CH:12]=[CH:11][CH:10]=1)[CH3:4]>[OH-].[K+].CO.C1COCC1.O>[CH3:4][C@H:3]1[C@@H:8]([C:9]2[CH:10]=[CH:11][CH:12]=[CH:13][CH:14]=2)[O:7][C:6](=[O:15])[NH:5]1 |f:1.2.3.4|. Procedure details: A solution of benzyl [(1S,2R)-2-hydroxy-1-methyl-2-pyridin-4-ylethyl]carbamate in 7.5N aq. KOH/MeOH/THF (1:2:4, 7 mL) was stirred at room temperature overnight. The reaction was diluted with water (20 mL) and extracted with EtOAc (3×20 mL). The combined organic layers were dried (Na2SO4) and concentrated in vacuo to afford (4S,5R)-4-methyl-5-phenyl-1,3-oxazolidin-2-one. LCMS calc.=179.1; found=179.2 (M+1)+. The reactants are CC1CN(c2ncccc2Cl)CCN1c1cc(-c2ccc(F)c(Cl)c2)nc(S(=O)(=O)Cc2ccccc2)n1, CC1CCCN1, C1COCCO1. Product: CC1CN(c2ncccc2Cl)CCN1c1cc(-c2ccc(F)c(Cl)c2)nc(N2CCCC2C)n1. Reaction SMILES: [CH2:1]([S:2](=[O:3])(=[O:4])[c:11]1[n:12][c:13]([N:25]2[CH:26]([CH3:38])[CH2:27][N:28]([c:31]3[n:32][cH:33][cH:34][cH:35][c:36]3[Cl:37])[CH2:29][CH2:30]2)[cH:14][c:15](-[c:17]2[cH:18][c:19]([Cl:24])[c:20]([F:23])[cH:21][cH:22]2)[n:16]1)[c:5]1[cH:6][cH:7][cH:8][cH:9][cH:10]1.[CH3:39][CH:40]1[NH:41][CH2:42][CH2:43][CH2:44]1.[O:45]1[CH2:46][CH2:47][O:48][CH2:49][CH2:50]1>>[c:11]1([N:41]2[CH:40]([CH3:39])[CH2:44][CH2:43][CH2:42]2)[n:12][c:13]([N:25]2[CH:26]([CH3:38])[CH2:27][N:28]([c:31]3[n:32][cH:33][cH:34][cH:35][c:36]3[Cl:37])[CH2:29][CH2:30]2)[cH:14][c:15](-[c:17]2[cH:18][c:19]([Cl:24])[c:20]([F:23])[cH:21][cH:22]2)[n:16]1. Reactants: C1CCOC1, CC(=O)O, O=C(Nc1ccc(N2CCNCC2)nc1)c1nnc(Nc2ccccc2F)o1, N#CO[Na], C1COCCO1, O. The product is NC(=O)N1CCN(c2ccc(NC(=O)c3nnc(Nc4ccccc4F)o3)cn2)CC1. Reaction SMILES: [CH2:44]1[O:45][CH2:46][CH2:47][CH2:48]1.[CH3:33][C:34](=[O:35])[OH:36].[F:5][c:6]1[c:7]([NH:12][c:13]2[n:14][n:15][c:16]([C:18](=[O:19])[NH:20][c:21]3[cH:22][n:23][c:24]([N:27]4[CH2:28][CH2:29][NH:30][CH2:31][CH2:32]4)[cH:25][cH:26]3)[o:17]2)[cH:8][cH:9][cH:10][cH:11]1.[Na:1][O:2][C:3]#[N:4].[O:37]1[CH2:38][CH2:39][O:40][CH2:41][CH2:42]1.[OH2:43]>>[O:2]=[C:3]([NH2:4])[N:30]1[CH2:29][CH2:28][N:27]([c:24]2[n:23][cH:22][c:21]([NH:20][C:18]([c:16]3[n:15][n:14][c:13]([NH:12][c:7]4[c:6]([F:5])[cH:11][cH:10][cH:9][cH:8]4)[o:17]3)=[O:19])[cH:26][cH:25]2)[CH2:32][CH2:31]1.